The task is: describe an organic reaction: reactants, conditions, products, and yield. This data is from the Open Reaction Database (ORD), a public repository of structured organic reaction records. Starting materials: BrCc1ccccc1, O=C([O-])[O-], CCOC(C)=O, [Cs+], [Cs+], CN(C)C=O, O=C1CCc2cc(O)ccc21. Yields the product O=C1CCc2cc(OCc3ccccc3)ccc21. RXN SMILES: [Br:12][CH2:13][c:14]1[cH:15][cH:16][cH:17][cH:18][cH:19]1.[C:20](=[O:21])([O-:22])[O-:23].[CH3:26][CH2:27][O:28][C:29]([CH3:30])=[O:31].[Cs+:24].[Cs+:25].[O:32]=[CH:33][N:34]([CH3:35])[CH3:36].[OH:1][c:2]1[cH:3][c:4]2[c:8]([cH:9][cH:10]1)[C:7](=[O:11])[CH2:6][CH2:5]2>>[O:1]([c:2]1[cH:3][c:4]2[c:8]([cH:9][cH:10]1)[C:7](=[O:11])[CH2:6][CH2:5]2)[CH2:13][c:14]1[cH:15][cH:16][cH:17][cH:18][cH:19]1. Starting materials: OS(=O)[O-].[Na+] (NaHSO3), C(=O)C1=CC=C(N1C)C(=O)OCC1=CC=CC=C1 (benzyl 5-formyl-1-methyl-1H-pyrrole-2-carboxylate), [Mn](=O)(=O)(=O)[O-].[K+] (potassium permanganate). Solvent: Cl (HCl), CC(=O)C (acetone), CC(=O)C.O (acetone water). Run at time 3 hour. The product is C(C1=CC=CC=C1)OC(=O)C=1N(C(=CC1)C(=O)O)C (1-Methyl-1H-pyrrole-2,5-dicarboxylic acid monobenzyl ester). Reaction SMILES: [CH:1]([C:3]1[N:7]([CH3:8])[C:6]([C:9]([O:11][CH2:12][C:13]2[CH:18]=[CH:17][CH:16]=[CH:15][CH:14]=2)=[O:10])=[CH:5][CH:4]=1)=[O:2].[Mn]([O-])(=O)(=O)=[O:20].[K+].OS([O-])=O.[Na+]>CC(C)=O.CC(C)=O.O.Cl>[CH2:12]([O:11][C:9]([C:6]1[N:7]([CH3:8])[C:3]([C:1]([OH:20])=[O:2])=[CH:4][CH:5]=1)=[O:10])[C:13]1[CH:18]=[CH:17][CH:16]=[CH:15][CH:14]=1 |f:1.2,3.4,6.7|. Reported procedure: Next, to a stirred solution of benzyl 5-formyl-1-methyl-1H-pyrrole-2-carboxylate (400 mg, 1.64 mmol) in acetone (25 mL) is added a solution of potassium permanganate (520 mg, 3.29 mmol) in 40 mL acetone/water (1:1) dropwise and the mixture is stirred for 3 hours. The mixture is poured into a solution of 60 mL 10% NaHSO3 in 1N HCl and the mixture is extracted with ethyl acetate (3×). The combined organic layers are washed with water and brine then is dried over magnesium sulfate. The solvent is r... Starting materials: COC(=O)C1=C(N(C(C(=C1)Br)=O)[C@H](C)C1=CC=CC=C1)C ((R)-5-bromo-2-methyl-6-oxo-1-(1-phenyl-ethyl)-1,6-dihydro-pyridine-3-carboxylic acid methyl ester), BrN1C(CCC1=O)=O (N-bromosuccinimide), C(C1=CC=CC=C1)(=O)OOC(C1=CC=CC=C1)=O (benzoyl peroxide). RXN SMILES: [CH3:1][O:2][C:3]([C:5]1[CH:10]=[C:9]([Br:11])[C:8](=[O:12])[N:7]([C@@H:13]([C:15]2[CH:20]=[CH:19][CH:18]=[CH:17][CH:16]=2)[CH3:14])[C:6]=1[CH3:21])=[O:4].[Br:22]N1C(=O)CCC1=O.C(OOC(=O)C1C=CC=CC=1)(=O)C1C=CC=CC=1>C(Cl)(Cl)(Cl)Cl>[CH3:1][O:2][C:3]([C:5]1[CH:10]=[C:9]([Br:11])[C:8](=[O:12])[N:7]([C@@H:13]([C:15]2[CH:16]=[CH:17][CH:18]=[CH:19][CH:20]=2)[CH3:14])[C:6]=1[CH2:21][Br:22])=[O:4]. Isolated yield 85.4%. Procedure: A mixture of (R)-5-bromo-2-methyl-6-oxo-1-(1-phenyl-ethyl)-1,6-dihydro-pyridine-3-carboxylic acid methyl ester (3.32 g, 9.5 mmol), N-bromosuccinimide (1.86 g, 10.4 mmol), and benzoyl peroxide (0.23 g, 0.95 mmol) in CCl4 (100 mL) was refluxed for 16 h. The solvent was evaporated in vacuo, and the residue was chromatographed (0-25% EtOAc/hexanes) to give 3.48 g of the title compound as a white solid. MS: (+) m/z 452.06 (M+Na). Solvent: C(Cl)(Cl)(Cl)Cl (CCl4). The product is COC(=O)C1=C(N(C(C(=C1)Br)=O)[C@H](C)C1=CC=CC=C1)CBr ((R)-5-Bromo-2-bromomethyl-6-oxo-1-(1-phenyl-ethyl)-1,6-dihydro-pyridine-3-carboxylic acid methyl ester). Starting materials: CCOC(=N)CS(=O)(=O)c1ccccc1, Cc1ccc(C(=O)NN)o1, ClC(Cl)Cl, Cl, [Na+], [OH-]. The product is Cc1ccc(C(=O)NN=C(N)CS(=O)(=O)c2ccccc2)o1. Reaction SMILES: [CH2:2]([O:3][C:5]([CH2:6][S:7](=[O:8])(=[O:9])[c:10]1[cH:11][cH:12][cH:13][cH:14][cH:15]1)=[NH:16])[CH3:4].[CH3:19][c:20]1[cH:21][cH:22][c:23]([C:25](=[O:26])[NH:27][NH2:28])[o:24]1.[CH:29]([Cl:30])([Cl:31])[Cl:32].[ClH:1].[Na+:18].[OH-:17]>>[C:5]([CH2:6][S:7](=[O:8])(=[O:9])[c:10]1[cH:11][cH:12][cH:13][cH:14][cH:15]1)([NH2:16])=[N:28][NH:27][C:25]([c:23]1[cH:22][cH:21][c:20]([CH3:19])[o:24]1)=[O:26].